This data is from the Open Reaction Database (ORD), a public repository of structured organic reaction records. The task is: describe an organic reaction: reactants, conditions, products, and yield The reactants are [OH-].[Na+] (sodium hydroxide), [BH4-].[Na+] (sodium borohydride), S(O)(O)(=O)=O (sulfuric acid), O(C1=CC=CC=C1)C1=CC=C(C(=O)O)C=C1 (4-phenoxybenzoic acid). Solvent: C(C)(=O)OCC (ethyl acetate), CO (methanol), C(C)OCC (diethyl ether), O1CCCC1 (tetrahydrofuran). Conditions: time 4 hour. Product: O(C1=CC=CC=C1)C1=CC=C(CO)C=C1 (4-phenoxybenzyl alcohol). RXN SMILES: [BH4-].[Na+].S(=O)(=O)(O)O.[O:8]([C:15]1[CH:23]=[CH:22][C:18]([C:19](O)=[O:20])=[CH:17][CH:16]=1)[C:9]1[CH:14]=[CH:13][CH:12]=[CH:11][CH:10]=1.[OH-].[Na+]>C(OCC)C.O1CCCC1.C(OCC)(=O)C.CO>[O:8]([C:15]1[CH:16]=[CH:17][C:18]([CH2:19][OH:20])=[CH:22][CH:23]=1)[C:9]1[CH:10]=[CH:11][CH:12]=[CH:13][CH:14]=1 |f:0.1,4.5|. Reported procedure: A solution of sodium borohydride (2.20 g, 58.3 mmol) and concentrated sulfuric acid in diethyl ether (1.6 mL) was added to a solution of 4-phenoxybenzoic acid (5.0 g, 23.3 mmol) in tetrahydrofuran (20 mL) that had been cooled on an ice bath, and the solution was stirred for 4 hours at room temperature. The reaction solution was cooled on an ice bath, methanol was added, then, the solution was allowed to room temperature and stirred for 30 minutes. This reaction solution was cooled again, ethyl a... Reactants: IC1=C(C(=O)O)C=C(C=C1)C (2-iodo-5-methylbenzoic acid), N1N=NC=C1 (1,2,3-triazole), CsCO3, CN[C@H]1[C@@H](CCCC1)NC (trans-N,N′-dimethylcyclohexane-1,2-diamine), C(C(=O)Cl)(=O)Cl (oxalyl chloride), acid. The reagents and catalysts are [Cu]I (CuI). Run in O (water), CN(C)C=O (DMF), CN(C)C=O (DMF), C(Cl)Cl (DCM). Run at temperature 120 celsius, time 8 hour. Product: CC=1C=CC(=C(C(=O)Cl)C1)N1N=CC=N1 (5-methyl-2-(2H-1,2,3-triazol-2-yl)benzoyl chloride). RXN SMILES: I[C:2]1[CH:10]=[CH:9][C:8]([CH3:11])=[CH:7][C:3]=1[C:4]([OH:6])=O.[NH:12]1[CH:16]=[CH:15][N:14]=[N:13]1.CN[C@@H]1CCCC[C@H]1NC.C(Cl)(=O)C([Cl:30])=O>CN(C=O)C.O.C(Cl)Cl.[Cu]I>[CH3:11][C:8]1[CH:9]=[CH:10][C:2]([N:13]2[N:14]=[CH:15][CH:16]=[N:12]2)=[C:3]([CH:7]=1)[C:4]([Cl:30])=[O:6]. Reported procedure: A solution of 2-iodo-5-methylbenzoic acid (4.0 g, 15.3 mmol) in DMF (10 mL) was treated with 1,2,3-triazole (2.1 g, 30.5 mmol), CsCO3 (9.95 g, 30.5 mmol), CuI (0.145 g, 0.76 mmol) and trans-N,N′-dimethylcyclohexane-1,2-diamine (0.43 g, 3.05 mmol). The mixture was heated at 120° C. for 10 min in a microwave reactor. The reaction was cooled to room temperature, diluted with water, and washed with EtOAc. The aqueous phase was acidified with 1N HCl and extracted with EtOAc. The organic layer was dri... Starting materials: ClC1=NC(=NC=C1C(F)(F)F)NC1=CC=C(CP(OCCOC)(OCCOC)=O)C=C1 (bis(2-methoxyethyl) (4-{[4-chloro-5-(trifluoromethyl)pyrimidin-2-yl]amino}benzyl)phosphonate), ClC1=NC(=NC=C1C(F)(F)F)NC1=CC=C(CP(OCCOC)(OCCOC)=O)C=C1 (bis(2-methoxyethyl) (4-{[4-chloro-5-(trifluoromethyl)pyrimidin-2-yl]amino}benzyl)phosphonate), NC=1C=CC(=C2CN(C(C12)=O)C)C1CCC(CC1)O (7-amino-4-(4-hydroxycyclohexyl)-2-methyl-2,3-dihydro-1H-isoindol-1-one). The product is O[C@@H]1CC[C@H](CC1)C=1C=CC(=C2C(N(CC12)C)=O)NC1=NC(=NC=C1C(F)(F)F)NC1=CC=C(CP(OCCOC)(OCCOC)=O)C=C1 (Bis(2-methoxyethyl) (4-{[4-{[7-(trans-4-hydroxycyclohexyl)-2-methyl-3-oxo-2,3-dihydro-1H-isoindol-4-yl]amino}-5-(trifluoromethyl)pyrimidin-2-yl]amino}benzyl)phosphonate). As a reaction SMILES: Cl[C:2]1[C:7]([C:8]([F:11])([F:10])[F:9])=[CH:6][N:5]=[C:4]([NH:12][C:13]2[CH:31]=[CH:30][C:16]([CH2:17][P:18](=[O:29])([O:24][CH2:25][CH2:26][O:27][CH3:28])[O:19][CH2:20][CH2:21][O:22][CH3:23])=[CH:15][CH:14]=2)[N:3]=1.[NH2:32][C:33]1[CH:34]=[CH:35][C:36]([CH:44]2[CH2:49][CH2:48][CH:47]([OH:50])[CH2:46][CH2:45]2)=[C:37]2[C:41]=1[C:40](=[O:42])[N:39]([CH3:43])[CH2:38]2>>[OH:50][C@H:47]1[CH2:48][CH2:49][C@H:44]([C:36]2[CH:35]=[CH:34][C:33]([NH:32][C:2]3[C:7]([C:8]([F:9])([F:10])[F:11])=[CH:6][N:5]=[C:4]([NH:12][C:13]4[CH:31]=[CH:30][C:16]([CH2:17][P:18](=[O:29])([O:24][CH2:25][CH2:26][O:27][CH3:28])[O:19][CH2:20][CH2:21][O:22][CH3:23])=[CH:15][CH:14]=4)[N:3]=3)=[C:41]3[C:37]=2[CH2:38][N:39]([CH3:43])[C:40]3=[O:42])[CH2:45][CH2:46]1. Procedure details: The title product was prepared according to the procedure for Example 102 using bis(2-methoxyethyl) (4-{[4-chloro-5-(trifluoromethyl)pyrimidin-2-yl]amino}benzyl)phosphonate (Compound 189A, 39.5 mg, 0.0816 mmol) and 7-amino-4-(4-hydroxycyclohexyl)-2-methyl-2,3-dihydro-1H-isoindol-1-one (24.7 mg, 0.0949 mmol). The reaction mixture concentrated and purified by MDP [under basic conditions; ammonium bicarbonate basic buffer (pH 9)]. The title compound was obtained as a white solid, 36.2 mg (61%). 1H ... Reactants: [H-].[Na+] (Sodium hydride), N1C=C(C=2C1=NC=CC2)C(=O)OC (methyl 1H-pyrrolo[2,3-b]pyridine-3-carboxylate), FC1=NC=CC=C1 (2-fluoropyridine). The solvent is CN(C)C=O (DMF). Conditions: temperature 100 celsius, time 10 minute. The product is N1=C(C=CC=C1)N1C=C(C=2C1=NC=CC2)C(=O)OC (methyl 1-(pyridin-2-yl)-1H-pyrrolo[2,3-b]pyridine-3-carboxylate). RXN SMILES: [H-].[Na+].[NH:3]1[C:7]2=[N:8][CH:9]=[CH:10][CH:11]=[C:6]2[C:5]([C:12]([O:14][CH3:15])=[O:13])=[CH:4]1.F[C:17]1[CH:22]=[CH:21][CH:20]=[CH:19][N:18]=1>CN(C=O)C>[N:18]1[CH:19]=[CH:20][CH:21]=[CH:22][C:17]=1[N:3]1[C:7]2=[N:8][CH:9]=[CH:10][CH:11]=[C:6]2[C:5]([C:12]([O:14][CH3:15])=[O:13])=[CH:4]1 |f:0.1|. Procedure: Sodium hydride (22.70 mg, 0.568 mmol, 60% suspension in mineral oil) was added to a solution of methyl 1H-pyrrolo[2,3-b]pyridine-3-carboxylate (100 mg, 0.568 mmol) in DMF (1419 μl) at RT. After 10 min, 2-fluoropyridine (48.8 μl, 0.568 mmol) was added to the mixture and the mixture was heated at 100° C. for 14 h. After being cooled to RT, the reaction mixture was directly purified by HPLC followed by neutralization (aq. NaHCO3) to afford the title compound as a colorless film. Procedure details: This compound was prepared in the same manner as in Example 1, except that 3-[4-(5-bromopyridin-3-yl)pyrimidin-2-ylamino]-4-methylaniline (Reference Example 19) and 3-methoxy-4-(4-methylpiperazin-1-ylmethyl)benzoyl chloride dihydrochloride (Reference Example 3) were used, and that the reaction was conducted at room temperature for 17 hours and the crude product was purified by silica gel column chromatography. The product is COC=1C=C(C(=O)NC2=CC(=C(C=C2)C)NC2=NC=CC(=N2)C=2C=NC=C(C2)Br)C=CC1CN1CCN(CC1)C (3-methoxy-4-(4-methylpiperazin-1-ylmethyl)-N-{3-[4-(5-bromopyridin-3-yl)pyrimidin-2-ylamino]-4-methylphenyl}benzamide). Starting materials: BrC=1C=C(C=NC1)C1=NC(=NC=C1)NC=1C=C(N)C=CC1C (3-[4-(5-bromopyridin-3-yl)pyrimidin-2-ylamino]-4-methylaniline), Cl.Cl.COC=1C=C(C(=O)Cl)C=CC1CN1CCN(CC1)C (3-methoxy-4-(4-methylpiperazin-1-ylmethyl)benzoyl chloride dihydrochloride). Run at time 17 hour. RXN SMILES: [Br:1][C:2]1[CH:3]=[C:4]([C:8]2[CH:13]=[CH:12][N:11]=[C:10]([NH:14][C:15]3[CH:16]=[C:17]([CH:19]=[CH:20][C:21]=3[CH3:22])[NH2:18])[N:9]=2)[CH:5]=[N:6][CH:7]=1.Cl.Cl.[CH3:25][O:26][C:27]1[CH:28]=[C:29]([CH:33]=[CH:34][C:35]=1[CH2:36][N:37]1[CH2:42][CH2:41][N:40]([CH3:43])[CH2:39][CH2:38]1)[C:30](Cl)=[O:31]>>[CH3:25][O:26][C:27]1[CH:28]=[C:29]([CH:33]=[CH:34][C:35]=1[CH2:36][N:37]1[CH2:42][CH2:41][N:40]([CH3:43])[CH2:39][CH2:38]1)[C:30]([NH:18][C:17]1[CH:19]=[CH:20][C:21]([CH3:22])=[C:15]([NH:14][C:10]2[N:9]=[C:8]([C:4]3[CH:5]=[N:6][CH:7]=[C:2]([Br:1])[CH:3]=3)[CH:13]=[CH:12][N:11]=2)[CH:16]=1)=[O:31] |f:1.2.3|. The reactants are N1CCCCC1 (piperidine), BrC=1C(OC(CC1O)(C1=CC=CC=C1)C1=CC=CC=C1)=O (3-bromo-5,6-dihydro-4-hydroxy-6,6-diphenyl-2H-pyran-2-one), C1(=CC=CC=C1)S (benzenethiol). Solvent: ClCCl (dichloromethane). Yields the product OC1=C(C(OC(C1)(C1=CC=CC=C1)C1=CC=CC=C1)=O)SC1=CC=CC=C1 (5,6-Dihydro-4-hydroxy-6,6-diphenyl-3-phenylthio-2H-pyran-2-one), solid. As a reaction SMILES: Br[C:2]1[C:3](=[O:21])[O:4][C:5]([C:15]2[CH:20]=[CH:19][CH:18]=[CH:17][CH:16]=2)([C:9]2[CH:14]=[CH:13][CH:12]=[CH:11][CH:10]=2)[CH2:6][C:7]=1[OH:8].[C:22]1([SH:28])[CH:27]=[CH:26][CH:25]=[CH:24][CH:23]=1.N1CCCCC1>ClCCl>[OH:8][C:7]1[CH2:6][C:5]([C:15]2[CH:20]=[CH:19][CH:18]=[CH:17][CH:16]=2)([C:9]2[CH:14]=[CH:13][CH:12]=[CH:11][CH:10]=2)[O:4][C:3](=[O:21])[C:2]=1[S:28][C:22]1[CH:27]=[CH:26][CH:25]=[CH:24][CH:23]=1. Procedure: The title compound was prepared as described in General Method 6 from 0.96 mmol of 3-bromo-5,6-dihydro-4-hydroxy-6,6-diphenyl-2H-pyran-2-one (prepared in example AAA), 1.0 mmol of benzenethiol, and 1.0 mmol of piperidine in 20 mL of dichloromethane. The product was triturated with hexane:ether (1:1) to afford a solid (m.p. 78°-80° C.). 1H NMR (DMSO-d6) δ 3.37 (bs, 2 H), 6.35 (m, 2 H), 6.93 (m, 3 H), 7.29-7.49 (m, 10 H). The reactants are C(C1=CC=CC=C1)OC1=CC=C(OCCN2CCN(CC2)C2=CC=CC=C2)C=C1 (1-[2-(4-benzyloxyphenoxy)ethyl]-4-phenylpiperazine), Cl (HCl). Solvent: CCO (EtOH). Yields the product OC1=CC=C(OCCN2CCN(CC2)C2=CC=CC=C2)C=C1 (1-[2-(4-hydroxyphenoxy) ethyl]-4phenylpiperazine), Cl (monohydrochloride). Reaction SMILES: C([O:8][C:9]1[CH:29]=[CH:28][C:12]([O:13][CH2:14][CH2:15][N:16]2[CH2:21][CH2:20][N:19]([C:22]3[CH:27]=[CH:26][CH:25]=[CH:24][CH:23]=3)[CH2:18][CH2:17]2)=[CH:11][CH:10]=1)C1C=CC=CC=1.[ClH:30]>CCO>[OH:8][C:9]1[CH:10]=[CH:11][C:12]([O:13][CH2:14][CH2:15][N:16]2[CH2:17][CH2:18][N:19]([C:22]3[CH:27]=[CH:26][CH:25]=[CH:24][CH:23]=3)[CH2:20][CH2:21]2)=[CH:28][CH:29]=1.[ClH:30]. Procedure details: 35.75 g of 1-[2-(4-benzyloxyphenoxy)ethyl]-4-phenylpiperazine was added rapidly with stirring to 75 ml concentrated HCl and the mixture was heated on a steam bath for 15 minutes. During this time starting material dissolved and then a white crystalline solid began to form and eventually the reaction mixtue almost solidified. The reaction was cooled to ~5° and then was diluted with 100 ml EtOH. The solids were filtered off and were washed in EtOH and ether to give 1-[2-(4-hydroxyphenoxy) ethyl]-4...